Dataset: the Open Reaction Database (ORD), a public repository of structured organic reaction records. Task: describe an organic reaction: reactants, conditions, products, and yield Reactants: Cc1cc(Cl)cc(Oc2c(Cl)ccc(CNC(=O)c3c(Cl)ncn3COCC[Si](C)(C)C)c2F)c1, ClCCl, O=C(O)C(F)(F)F. The product is Cc1cc(Cl)cc(Oc2c(Cl)ccc(CNC(=O)c3[nH]cnc3Cl)c2F)c1. As a reaction SMILES: [Cl:1][c:2]1[n:3][cH:4][n:5]([CH2:28][O:29][CH2:30][CH2:31][Si:32]([CH3:33])([CH3:34])[CH3:35])[c:6]1[C:7](=[O:8])[NH:9][CH2:10][c:11]1[c:12]([F:27])[c:13]([O:18][c:19]2[cH:20][c:21]([Cl:26])[cH:22][c:23]([CH3:25])[cH:24]2)[c:14]([Cl:17])[cH:15][cH:16]1.[Cl:43][CH2:44][Cl:45].[F:36][C:37]([F:38])([F:39])[C:40]([OH:41])=[O:42]>>[Cl:1][c:2]1[n:3][cH:4][nH:5][c:6]1[C:7](=[O:8])[NH:9][CH2:10][c:11]1[c:12]([F:27])[c:13]([O:18][c:19]2[cH:20][c:21]([Cl:26])[cH:22][c:23]([CH3:25])[cH:24]2)[c:14]([Cl:17])[cH:15][cH:16]1. The reactants are O=C([O-])O, CC1COCCN1c1cc(C(C)(C)S(C)(=O)=O)nc(-c2cnc(N)s2)n1, CCOC(C)=O, O=C(Cl)Oc1ccccc1, [Na+], C1COCCO1. Product: CC1COCCN1c1cc(C(C)(C)S(C)(=O)=O)nc(-c2cnc(NC(=O)Oc3ccccc3)s2)n1. Reaction SMILES: [C:37](=[O:38])([O-:39])[OH:40].[CH3:1][CH:2]1[CH2:3][O:4][CH2:5][CH2:6][N:7]1[c:8]1[n:9][c:10](-[c:21]2[cH:22][n:23][c:24]([NH2:26])[s:25]2)[n:11][c:12]([C:14]([CH3:15])([CH3:16])[S:17](=[O:18])(=[O:19])[CH3:20])[cH:13]1.[CH3:48][CH2:49][O:50][C:51](=[O:52])[CH3:53].[Cl:27][C:28](=[O:29])[O:30][c:31]1[cH:32][cH:33][cH:34][cH:35][cH:36]1.[Na+:41].[O:42]1[CH2:43][CH2:44][O:45][CH2:46][CH2:47]1>>[CH3:1][CH:2]1[CH2:3][O:4][CH2:5][CH2:6][N:7]1[c:8]1[n:9][c:10](-[c:21]2[cH:22][n:23][c:24]([NH:26][C:28](=[O:29])[O:30][c:31]3[cH:32][cH:33][cH:34][cH:35][cH:36]3)[s:25]2)[n:11][c:12]([C:14]([CH3:15])([CH3:16])[S:17](=[O:18])(=[O:19])[CH3:20])[cH:13]1. The reactants are C1(CCCCC1)P(C1=C(C=CC=C1)C1=C(C=CC=C1OC)OC)C1CCCCC1 (2-dicyclohexylphosphino-2′,6′-dimethoxybiphenyl), ClC1=NC=CC(=N1)Cl (2,4-dichloropyrimidine), C(C)(=O)OCC=CB1OC(C)(C)C(C)(C)O1 (3-acetoxy-1-propenylboronic acid pinacol ester), [O-]P(=O)([O-])[O-].[K+].[K+].[K+] (potassium phosphate tribasic). Reagents/catalysts: C(C)(=O)[O-].[Pd+2].C(C)(=O)[O-] (Palladium(II) acetate). The solvent is CC1OCCC1 (2-methyltetrahydrofuran), C(=O)(O)[O-].[Na+] (NaHCO3), O (water). Run at temperature 125 celsius. The product is ClC1=NC=CC(=N1)\C=C\COC (2-chloro-4-[(1E)-3-methoxyprop-1-en-1-yl]pyrimidine). Isolated yield 95.5%. Reaction SMILES: [Cl:1][C:2]1[N:7]=[C:6](Cl)[CH:5]=[CH:4][N:3]=1.[C:9]([O:12][CH2:13][CH:14]=[CH:15]B1OC(C)(C)C(C)(C)O1)(=O)C.[O-]P([O-])([O-])=O.[K+].[K+].[K+].C1(P(C2CCCCC2)C2C=CC=CC=2C2C(OC)=CC=CC=2OC)CCCCC1>CC1CCCO1.O.C([O-])(O)=O.[Na+].C([O-])(=O)C.[Pd+2].C([O-])(=O)C>[Cl:1][C:2]1[N:7]=[C:6](/[CH:15]=[CH:14]/[CH2:13][O:12][CH3:9])[CH:5]=[CH:4][N:3]=1 |f:2.3.4.5,9.10,11.12.13|. Procedure: A microwave vessel was charged with 2,4-dichloropyrimidine (500 mg, 3.36 mmol), 3-acetoxy-1-propenylboronic acid pinacol ester (997 mg, 5.03 mmol) and solid potassium phosphate tribasic (2.14 g, 10.1 mmol), which were then suspended in 2-methyltetrahydrofuran (4 ml) and water (1 ml). The vessel was deoxygenated three times, then Palladium(II) acetate (37.7 mg, 0.17 mmol) and 2-dicyclohexylphosphino-2′,6′-dimethoxybiphenyl (138 mg, 0.34 mmol) were introduced and the dark mixture was heated under ... Reactants: CC1(OB(OC1(C)C)C=1C=C(C(=CC1)N)N)C (4-(4,4,5,5-tetramethyl-1,3,2-dioxaborolan-2-yl)benzene-1,2-diamine), C(=O)(N1C=NC=C1)N1C=NC=C1 (1,1′-carbonyldiimidazole), Cl (HCl). Solvent: C1CCOC1 (THF). Reaction conditions: time 2 hour. Yields the product CC1(OB(OC1(C)C)C1=CC2=C(NC(N2)=O)C=C1)C (5-(4,4,5,5-tetramethyl-1,3,2-dioxaborolan-2-yl)-1H-benzo[d]imidazol-2(3H)-one). Isolated yield 75.4%. As a reaction SMILES: [CH3:1][C:2]1([CH3:17])[C:6]([CH3:8])([CH3:7])[O:5][B:4]([C:9]2[CH:10]=[C:11]([NH2:16])[C:12]([NH2:15])=[CH:13][CH:14]=2)[O:3]1.[C:18](N1C=CN=C1)(N1C=CN=C1)=[O:19].Cl>C1COCC1>[CH3:8][C:6]1([CH3:7])[C:2]([CH3:17])([CH3:1])[O:3][B:4]([C:9]2[CH:14]=[CH:13][C:12]3[NH:15][C:18](=[O:19])[NH:16][C:11]=3[CH:10]=2)[O:5]1. Procedure details: To a solution of 4-(4,4,5,5-tetramethyl-1,3,2-dioxaborolan-2-yl)benzene-1,2-diamine (1.20 g, 5.1 mmol) in anhydrous THF (20 mL) was added 1,1′-carbonyldiimidazole (910 mg, 5.6 mmol). The reaction mixture was stirred at room temperature for 2 hours. The resulting solution was acidified with 1 N HCl (10 mL) and extracted twice with 50 mL portions of Et2O. The combined organic layers were washed with saturated brine, dried over Na2SO4, filtered, and concentrated under reduced pressure to give 1.0 g... Starting materials: CS(=O)(=O)Cl, CCN(C(C)C)C(C)C, ClCCl, Cl, c1cnc2nc(Oc3ccc4c(CN5CCNCC5)coc4c3)sc2c1. Yields the product CS(=O)(=O)N1CCN(Cc2coc3cc(Oc4nc5ncccc5s4)ccc23)CC1. As a reaction SMILES: [CH3:37][S:38]([Cl:39])(=[O:40])=[O:41].[CH:28]([N:29]([CH2:30][CH3:31])[CH:32]([CH3:33])[CH3:34])([CH3:35])[CH3:36].[Cl:42][CH2:43][Cl:44].[ClH:1].[N:2]1([CH2:8][c:9]2[cH:10][o:11][c:12]3[c:13]2[cH:14][cH:15][c:16]([O:18][c:19]2[s:20][c:21]4[c:22]([n:23][cH:24][cH:25][cH:26]4)[n:27]2)[cH:17]3)[CH2:3][CH2:4][NH:5][CH2:6][CH2:7]1>>[N:2]1([CH2:8][c:9]2[cH:10][o:11][c:12]3[c:13]2[cH:14][cH:15][c:16]([O:18][c:19]2[s:20][c:21]4[c:22]([n:23][cH:24][cH:25][cH:26]4)[n:27]2)[cH:17]3)[CH2:3][CH2:4][N:5]([S:38]([CH3:37])(=[O:40])=[O:41])[CH2:6][CH2:7]1.